Task: describe an organic reaction: reactants, conditions, products, and yield. Dataset: the Open Reaction Database (ORD), a public repository of structured organic reaction records Reactants: CC(=O)C1CCN(C(=O)OC(C)(C)C)CC1, [Li]CCCC, C1CCOC1, c1cscn1. Yields the product CC(C)(C)OC(=O)N1CCC(C(C)(O)c2nccs2)CC1. RXN SMILES: [C:11]([CH3:12])([CH3:13])([CH3:14])[O:15][C:16](=[O:17])[N:18]1[CH2:19][CH2:20][CH:21]([C:24]([CH3:25])=[O:26])[CH2:22][CH2:23]1.[CH2:1]([Li:2])[CH2:3][CH2:4][CH3:5].[CH2:27]1[O:28][CH2:29][CH2:30][CH2:31]1.[cH:6]1[cH:7][s:8][cH:9][n:10]1>>[cH:6]1[cH:7][s:8][c:9]([C:24]([CH:21]2[CH2:20][CH2:19][N:18]([C:16]([O:15][C:11]([CH3:12])([CH3:13])[CH3:14])=[O:17])[CH2:23][CH2:22]2)([CH3:25])[OH:26])[n:10]1. The reactants are CC(C)(C)OC(=O)N1CCC(c2ccc(O)cc2)CC1, CCOC(C)=O, CCCCCC, FC(F)(F)c1cc(CCl)ccc1Cl, [H-], [Na+], CN(C)C=O. Yields the product CC(C)(C)OC(=O)N1CCC(c2ccc(OCc3ccc(Cl)c(C(F)(F)F)c3)cc2)CC1. RXN SMILES: [C:1]([CH3:2])([CH3:3])([CH3:4])[O:5][C:6](=[O:7])[N:8]1[CH2:9][CH2:10][CH:11]([c:14]2[cH:15][cH:16][c:17]([OH:20])[cH:18][cH:19]2)[CH2:12][CH2:13]1.[CH3:36][CH2:37][O:38][C:39]([CH3:40])=[O:41].[CH3:42][CH2:43][CH2:44][CH2:45][CH2:46][CH3:47].[Cl:23][c:24]1[c:25]([C:32]([F:33])([F:34])[F:35])[cH:26][c:27]([CH2:30][Cl:31])[cH:28][cH:29]1.[H-:22].[Na+:21].[O:48]=[CH:49][N:50]([CH3:51])[CH3:52]>>[C:1]([CH3:2])([CH3:3])([CH3:4])[O:5][C:6](=[O:7])[N:8]1[CH2:9][CH2:10][CH:11]([c:14]2[cH:15][cH:16][c:17]([O:20][CH2:30][c:27]3[cH:26][c:25]([C:32]([F:33])([F:34])[F:35])[c:24]([Cl:23])[cH:29][cH:28]3)[cH:18][cH:19]2)[CH2:12][CH2:13]1. Reported procedure: A solution of 4-{1-[(S)-4-(2,3-Dihydro-benzo[1,4]dioxin-2-yl)-benzyl]-azetidin-3-yl}-benzoic acid methyl ester (prepared from Intermediate A and 4-Azetidin-3-yl-benzoic acid methyl ester according to General Method G) (504 mg, 1.21 mmol) and lithium hydroxide monohydrate (210 mg, 5.0 mmol) in 1,4-dioxane (10 mL) and water (1.0 mL) is stirred at 50° C. for 16 h. The mixture is neutralized with 1M HCl and concentrated. The residue is triturated with water to give the title compound 254 as a solid.... Yields the product O1[C@H](COC2=C1C=CC=C2)C2=CC=C(CN1CC(C1)C1=CC=C(C(=O)O)C=C1)C=C2 (4-{1-[(S)-4-(2,3-Dihydro-benzo[1,4]dioxin-2-yl)-benzyl]-azetidin-3-yl}-benzoic acid). Reaction SMILES: C[O:2][C:3](=[O:31])[C:4]1[CH:9]=[CH:8][C:7]([CH:10]2[CH2:13][N:12]([CH2:14][C:15]3[CH:20]=[CH:19][C:18]([C@@H:21]4[O:26][C:25]5[CH:27]=[CH:28][CH:29]=[CH:30][C:24]=5[O:23][CH2:22]4)=[CH:17][CH:16]=3)[CH2:11]2)=[CH:6][CH:5]=1.O.[OH-].[Li+].Cl>O1CCOCC1.O>[O:26]1[C:25]2[CH:27]=[CH:28][CH:29]=[CH:30][C:24]=2[O:23][CH2:22][C@@H:21]1[C:18]1[CH:19]=[CH:20][C:15]([CH2:14][N:12]2[CH2:13][CH:10]([C:7]3[CH:6]=[CH:5][C:4]([C:3]([OH:31])=[O:2])=[CH:9][CH:8]=3)[CH2:11]2)=[CH:16][CH:17]=1 |f:1.2.3|. The reactants are COC(C1=CC=C(C=C1)C1CN(C1)CC1=CC=C(C=C1)[C@H]1COC2=C(O1)C=CC=C2)=O (4-{1-[(S)-4-(2,3-Dihydro-benzo[1,4]dioxin-2-yl)-benzyl]-azetidin-3-yl}-benzoic acid methyl ester), COC(C1=CC=C(C=C1)C1CN(C1)CC1=CC=C(C=C1)[C@H]1COC2=C(O1)C=CC=C2)=O (4-{1-[(S)-4-(2,3-Dihydro-benzo[1,4]dioxin-2-yl)-benzyl]-azetidin-3-yl}-benzoic acid methyl ester), O.[OH-].[Li+] (lithium hydroxide monohydrate), Cl (HCl). The solvent is O1CCOCC1 (1,4-dioxane), O (water). Reported procedure: 6-(benzofuran-2-yl)picolinaldehyde was prepared using the general boronic acid coupling procedure for 6-bromopicolinaldehyde and benzofuran-2-ylboronic acid (41 mg, 120.1 mg theoretical, 34.1%). LC-MS m/z 224.2 (M+1). Starting materials: B(O)O (boronic acid), BrC1=CC=CC(=N1)C=O (6-bromopicolinaldehyde), O1C(=CC2=C1C=CC=C2)B(O)O (benzofuran-2-ylboronic acid). The product is O1C(=CC2=C1C=CC=C2)C2=CC=CC(=N2)C=O (6-(benzofuran-2-yl)picolinaldehyde). Reaction SMILES: B(O)O.Br[C:5]1[N:10]=[C:9]([CH:11]=[O:12])[CH:8]=[CH:7][CH:6]=1.[O:13]1[C:17]2[CH:18]=[CH:19][CH:20]=[CH:21][C:16]=2[CH:15]=[C:14]1B(O)O>>[O:13]1[C:17]2[CH:18]=[CH:19][CH:20]=[CH:21][C:16]=2[CH:15]=[C:14]1[C:5]1[N:10]=[C:9]([CH:11]=[O:12])[CH:8]=[CH:7][CH:6]=1. The reactants are C(CCCCCCCC)C=1C(=NC(=NC1Cl)C1=CC=C(C=C1)C(=O)OC)Cl (5-n-nonyl-2-(4-carbomethoxy-phenyl)-4,6-dichloropyrimidine), 4,6-dihydroxy, P(=O)(Cl)(Cl)Cl (phosphorus oxychloride), Cl.C(=O)(OC)C1=CC=C(C(=N)N)C=C1 (4-carbomethoxybenzamidine hydrochloride), C(CCCCCCCC)C(C(=O)OCC)C(=O)[O-] (ethyl n-nonylmalonate), [H][H] (hydrogen). The reagents and catalysts are [C].[Pd] (palladium carbon). The solvent is C(C)N(CC)CC (triethylamine), CO (methanol). The product is C(CCCCCCCC)C=1C=NC(=NC1)C1=CC=C(C(=O)OC)C=C1 (methyl p-(5-nonylpyrimidyl)-benzoate). RXN SMILES: [CH2:1]([C:10]1[C:11](Cl)=[N:12][C:13]([C:17]2[CH:22]=[CH:21][C:20]([C:23]([O:25][CH3:26])=[O:24])=[CH:19][CH:18]=2)=[N:14][C:15]=1Cl)[CH2:2][CH2:3][CH2:4][CH2:5][CH2:6][CH2:7][CH2:8][CH3:9].Cl.C(C1C=CC(C(N)=N)=CC=1)(OC)=O.C(C(C([O-])=O)C(OCC)=O)CCCCCCCC.P(Cl)(Cl)(Cl)=O.[H][H]>CO.[C].[Pd].C(N(CC)CC)C>[CH2:1]([C:10]1[CH:11]=[N:12][C:13]([C:17]2[CH:22]=[CH:21][C:20]([C:23]([O:25][CH3:26])=[O:24])=[CH:19][CH:18]=2)=[N:14][CH:15]=1)[CH2:2][CH2:3][CH2:4][CH2:5][CH2:6][CH2:7][CH2:8][CH3:9] |f:1.2,7.8|. Reported procedure: A mixture of 40 g of 5-n-nonyl-2-(4-carbomethoxy-phenyl)-4,6-dichloropyrimidine (obtainable by condensing 4-carbomethoxybenzamidine hydrochloride with ethyl n-nonylmalonate and subsequently reacting the 4,6-dihydroxy compound with phosphorus oxychloride) and 40 ml of triethylamine is dissolved in 400 ml of methanol and, after addition of 20 g of 5 percent palladium carbon, hydrogenated under atmospheric pressure at 50° until the calculated amount of hydrogen has been taken up. Working up gives m... Reactants: CCOC(C)=O, Cn1nc2nnsc2c1C(N)=O, Cc1ccccc1, O=S(Cl)Cl. Product: Cn1nc2nnsc2c1C#N. Reaction SMILES: [CH3:17][CH2:18][O:19][C:20](=[O:21])[CH3:22].[CH3:1][n:2]1[n:3][c:4]2[n:5][n:6][s:7][c:8]2[c:9]1[C:10](=[O:11])[NH2:12].[CH3:23][c:24]1[cH:25][cH:26][cH:27][cH:28][cH:29]1.[S:13]([Cl:14])([Cl:15])=[O:16]>>[CH3:1][n:2]1[n:3][c:4]2[n:5][n:6][s:7][c:8]2[c:9]1[C:10]#[N:12].